From a dataset of the Open Reaction Database (ORD), a public repository of structured organic reaction records. describe an organic reaction: reactants, conditions, products, and yield Reactants: C(C)(C)C1=C(C=CC=C1)N (2-isopropyl-phenylamine), C(C)(=O)[O-].[Na+] (sodium acetate), [Cl-].[I-] (iodide monochloride). Run in C(C)(=O)OCC (ethyl acetate), C(C)(=O)O (acetic acid). Product: IC1=CC(=C(C=C1)N)C(C)C (4-iodo-2-isopropyl-phenylamine). Procedure details: To a solution of 2-isopropyl-phenylamine (262 mg, 1.94 mmol) and sodium acetate (159 mg, 1.94 mmol) in 5 mL acetic acid, was added iodide monochloride (409 mg, 2.58 mmol) at room temperature. The mixture was stirred at room temperature for 20 minutes, then diluted with ethyl acetate and washed with saturated sodium bicarbonate. The organic layers were combined and concentrated in vacuo to give a crude residue, which was purified by column chromatography (silica 5-25% EtOAc/hexane) to give 4-iodo... Run at time 20 minute. Reaction SMILES: [CH:1]([C:4]1[CH:9]=[CH:8][CH:7]=[CH:6][C:5]=1[NH2:10])([CH3:3])[CH3:2].C([O-])(=O)C.[Na+].[Cl-].[I-:17]>C(O)(=O)C.C(OCC)(=O)C>[I:17][C:8]1[CH:7]=[CH:6][C:5]([NH2:10])=[C:4]([CH:1]([CH3:3])[CH3:2])[CH:9]=1 |f:1.2,3.4|.